From a dataset of the Open Reaction Database (ORD), a public repository of structured organic reaction records. describe an organic reaction: reactants, conditions, products, and yield The reactants are O=c1oc2cc(Br)ccc2n1C(c1ccccc1)(c1ccccc1)c1ccccc1, O=C([O-])[O-], CC(C)(C)OC(=O)N1CCC(S)C1, Cc1ccccc1, [Cs+], [Cs+]. Product: CC(C)(C)OC(=O)N1CCC(Sc2ccc3c(c2)oc(=O)n3C(c2ccccc2)(c2ccccc2)c2ccccc2)C1. Reaction SMILES: [Br:1][c:2]1[cH:3][c:4]2[c:5]([n:6]([C:10]([c:11]3[cH:12][cH:13][cH:14][cH:15][cH:16]3)([c:17]3[cH:18][cH:19][cH:20][cH:21][cH:22]3)[c:23]3[cH:24][cH:25][cH:26][cH:27][cH:28]3)[c:7](=[O:9])[o:8]2)[cH:29][cH:30]1.[C:31](=[O:32])([O-:33])[O-:34].[C:37]([CH3:38])([CH3:39])([CH3:40])[O:41][C:42](=[O:43])[N:44]1[CH2:45][CH:46]([SH:49])[CH2:47][CH2:48]1.[CH3:50][c:51]1[cH:52][cH:53][cH:54][cH:55][cH:56]1.[Cs+:35].[Cs+:36]>>[c:2]1([S:49][CH:46]2[CH2:45][N:44]([C:42]([O:41][C:37]([CH3:38])([CH3:39])[CH3:40])=[O:43])[CH2:48][CH2:47]2)[cH:3][c:4]2[c:5]([n:6]([C:10]([c:11]3[cH:12][cH:13][cH:14][cH:15][cH:16]3)([c:17]3[cH:18][cH:19][cH:20][cH:21][cH:22]3)[c:23]3[cH:24][cH:25][cH:26][cH:27][cH:28]3)[c:7](=[O:9])[o:8]2)[cH:29][cH:30]1. Starting materials: [Si](C)(C)(C(C)(C)C)O[C@@H](CC(=O)N(C)OC)[C@@H](\C=C\COC(C1=CC=CC=C1)(C1=CC=CC=C1)C1=CC=CC=C1)C ((3S,4R,5E)-3-(tert-Butyldimethylsilyloxy)-N-methoxy-N,4-dimethyl-7-(trityloxy)hept-5-enamide), CCOC(=O)C.CCCCCC (EtOAc hexane), [Si](C)(C)(C(C)(C)C)O[C@@H]([C@H](C#C)C)[C@H](CCCO[Si](C)(C)C(C)(C)C)C ((3S,4R,5S)-4,8-bis(tert-Butyldimethylsilyloxy)-3,5-dimethyloct-1-yne), [Li]CCCC (n-BuLi). Run in C(Cl)(Cl)Cl (CHCl3), C(Cl)(Cl)Cl (CHCl3). The product is [Si](C)(C)(C(C)(C)C)O[C@H]([C@@H](C=CCOC(C1=CC=CC=C1)(C1=CC=CC=C1)C1=CC=CC=C1)C)CC(C#C[C@@H]([C@@H]([C@H](CCCO[Si](C)(C)C(C)(C)C)C)O[Si](C)(C)C(C)(C)C)C)=O ((4R,5S,10S,11R,12S)-5,11,15-tris(tert-Butyldimethylsilyloxy)-4,10,12-trimethyl-1-trityloxypentadec-2-en-8-yn-7-one). Reaction SMILES: [Si:1]([O:8][C@H:9]([C@H:17]([CH3:41])/[CH:18]=[CH:19]/[CH2:20][O:21][C:22]([C:35]1[CH:40]=[CH:39][CH:38]=[CH:37][CH:36]=1)([C:29]1[CH:34]=[CH:33][CH:32]=[CH:31][CH:30]=1)[C:23]1[CH:28]=[CH:27][CH:26]=[CH:25][CH:24]=1)[CH2:10][C:11](N(OC)C)=[O:12])([C:4]([CH3:7])([CH3:6])[CH3:5])([CH3:3])[CH3:2].[Si:42]([O:49][C@H:50]([C@@H:55]([CH3:67])[CH2:56][CH2:57][CH2:58][O:59][Si:60]([C:63]([CH3:66])([CH3:65])[CH3:64])([CH3:62])[CH3:61])[C@@H:51]([CH3:54])[C:52]#[CH:53])([C:45]([CH3:48])([CH3:47])[CH3:46])([CH3:44])[CH3:43].[Li]CCCC.CCOC(C)=O.CCCCCC>C(Cl)(Cl)Cl>[Si:1]([O:8][C@@H:9]([CH2:10][C:11](=[O:12])[C:53]#[C:52][C@H:51]([CH3:54])[C@H:50]([O:49][Si:42]([C:45]([CH3:48])([CH3:47])[CH3:46])([CH3:44])[CH3:43])[C@@H:55]([CH3:67])[CH2:56][CH2:57][CH2:58][O:59][Si:60]([C:63]([CH3:65])([CH3:64])[CH3:66])([CH3:62])[CH3:61])[C@H:17]([CH3:41])[CH:18]=[CH:19][CH2:20][O:21][C:22]([C:35]1[CH:40]=[CH:39][CH:38]=[CH:37][CH:36]=1)([C:29]1[CH:34]=[CH:33][CH:32]=[CH:31][CH:30]=1)[C:23]1[CH:24]=[CH:25][CH:26]=[CH:27][CH:28]=1)([C:4]([CH3:7])([CH3:5])[CH3:6])([CH3:3])[CH3:2] |f:3.4|. Procedure: The procedure for 32 was used with 15 (1.31 g, 2.28 μmol), 64 (1.20 g, 3.01 mmol) and n-BuLi (1.88 mL, 1.20 mmol) to yield the ynone (1.79 g, 86%) after flash column chromatography (EtOAc/hexane 1:19) as a colorless oil: IR (CHCl3) 2929, 2856, 2209, 1675, 1471, 1462, 1385, 1254, 1093, 836, 775, 705 cm−1; 1H NMR (300 MHz, CDCl3) ε7.56-7.53 (m, 6H), 7.38-7.25 (m, 9H), 5.79 (dd, J=15.6, 7.2 Hz, 1H), 5.67 (dt, J=15.6, 4.9 Hz, 1H), 4.36 (m, 1H), 3.69-3.66 (m, 4H), 3.63 (t, J=4.1 Hz, 1H), 2.86 (m, 1H)... Reactants: Cl.N1CCC(CC1)OC1=CC(=C(C=C1)CC(=O)N1C(CN(CC1)C1=C(C=CC=C1)C)C(N)=O)OC(F)(F)F (1-(4-(4-piperidinyloxy)-2-(trifluoromethoxy)phenylacetyl)-2-carbamoyl-4-(2-methylphenyl)piperazine hydrochloride), C(C)(=O)OC(C)=O (acetic anhydride), CCN(C(C)C)C(C)C (DIEA). The solvent is C(Cl)Cl (CH2Cl2). Conditions: time 1 hour. Product: C(C)(=O)N1CCC(CC1)OC1=CC(=C(C=C1)CC(=O)N1C(CN(CC1)C1=C(C=CC=C1)C)C(N)=O)OC(F)(F)F (1-(4-(N-acetyl-4-piperidinyloxy)-2-(trifluoromethoxy)phenylacetyl)-2-carbamoyl-4-(2-methylphenyl)piperazine). RXN SMILES: Cl.[NH:2]1[CH2:7][CH2:6][CH:5]([O:8][C:9]2[CH:14]=[CH:13][C:12]([CH2:15][C:16]([N:18]3[CH2:23][CH2:22][N:21]([C:24]4[CH:29]=[CH:28][CH:27]=[CH:26][C:25]=4[CH3:30])[CH2:20][CH:19]3[C:31](=[O:33])[NH2:32])=[O:17])=[C:11]([O:34][C:35]([F:38])([F:37])[F:36])[CH:10]=2)[CH2:4][CH2:3]1.[C:39](OC(=O)C)(=[O:41])[CH3:40].CCN(C(C)C)C(C)C>C(Cl)Cl>[C:39]([N:2]1[CH2:7][CH2:6][CH:5]([O:8][C:9]2[CH:14]=[CH:13][C:12]([CH2:15][C:16]([N:18]3[CH2:23][CH2:22][N:21]([C:24]4[CH:29]=[CH:28][CH:27]=[CH:26][C:25]=4[CH3:30])[CH2:20][CH:19]3[C:31](=[O:33])[NH2:32])=[O:17])=[C:11]([O:34][C:35]([F:36])([F:37])[F:38])[CH:10]=2)[CH2:4][CH2:3]1)(=[O:41])[CH3:40] |f:0.1|. Reported procedure: To a solution of 1-(4-(4-piperidinyloxy)-2-(trifluoromethoxy)phenylacetyl)-2-carbamoyl-4-(2-methylphenyl)piperazine hydrochloride (0.30 g, 0.5 mmol) from Example 33 in CH2Cl2 (50 mL) was added acetic anhydride (0.10 mL, 1.0 mmol) and DIEA (0.17 mL, 1.0 mmol). The solution was stirred at ambient temperature for 1 h and the solvent was removed under reduced pressure. The residue was dissolved in EtOAc (100 mL) and washed with 0.25 M aqueous citric acid (50 mL), H2O (25 mL), and saturated aqueous N... As a reaction SMILES: [CH3:23][CH2:24][O:25][C:26]([CH3:27])=[O:28].[CH3:29][OH:30].[Cl-:21].[NH4+:22].[c:1]1([CH:7]=[CH:8][CH2:9][O:10][c:11]2[c:12]([N+:18]([O-:19])=[O:20])[cH:13][c:14]([F:17])[cH:15][cH:16]2)[cH:2][cH:3][cH:4][cH:5][cH:6]1>>[c:1]1([CH:7]=[CH:8][CH2:9][O:10][c:11]2[c:12]([NH2:18])[cH:13][c:14]([F:17])[cH:15][cH:16]2)[cH:2][cH:3][cH:4][cH:5][cH:6]1. Reactants: CCOC(C)=O, CO, [Cl-], [NH4+], O=[N+]([O-])c1cc(F)ccc1OCC=Cc1ccccc1. The product is Nc1cc(F)ccc1OCC=Cc1ccccc1.